This data is from the Open Reaction Database (ORD), a public repository of structured organic reaction records. The task is: describe an organic reaction: reactants, conditions, products, and yield Reactants: CC1=C(NC2=C1C(N(CCC2)CCN2CCCCC2)=O)C=O (3-methyl-4-oxo-5-(2-piperidin-1-yl-ethyl)-1,4,5,6,7,8-hexahydro-pyrrolo[3,2-c]azepine-2-carbaldehyde), N1=CC=C(C=C1)C1=C2CC(NC2=CC=C1)=O (4-pyridin-4-yl-1,3-dihydro-indol-2-one). Product: CC1=C(NC2=C1C(N(CCC2)CCN2CCCCC2)=O)\C=C\2/C(NC1=CC=CC(=C21)C2=CC=NC=C2)=O ((Z)-3-methyl-2-(2-oxo-4-pyridin-4-yl-1,2-dihydro-indol-3-ylidenemethyl)-5-(2-piperidin -1-yl-ethyl)-5,6,7,8-tetrahydro-1H-pyrrolo[3,2-c]azepin-4-one). Isolated yield 54.0%. As a reaction SMILES: [CH3:1][C:2]1[C:6]2[C:7](=[O:20])[N:8]([CH2:12][CH2:13][N:14]3[CH2:19][CH2:18][CH2:17][CH2:16][CH2:15]3)[CH2:9][CH2:10][CH2:11][C:5]=2[NH:4][C:3]=1[CH:21]=O.[N:23]1[CH:28]=[CH:27][C:26]([C:29]2[CH:37]=[CH:36][CH:35]=[C:34]3[C:30]=2[CH2:31][C:32](=[O:38])[NH:33]3)=[CH:25][CH:24]=1>>[CH3:1][C:2]1[C:6]2[C:7](=[O:20])[N:8]([CH2:12][CH2:13][N:14]3[CH2:19][CH2:18][CH2:17][CH2:16][CH2:15]3)[CH2:9][CH2:10][CH2:11][C:5]=2[NH:4][C:3]=1/[CH:21]=[C:31]1\[C:32](=[O:38])[NH:33][C:34]2[C:30]\1=[C:29]([C:26]1[CH:27]=[CH:28][N:23]=[CH:24][CH:25]=1)[CH:37]=[CH:36][CH:35]=2. Reported procedure: The title compound was prepared under the same conditions as described in step 5 of Example 32 with 3-methyl-4-oxo-5-(2-piperidin-1-yl-ethyl)-1,4,5,6,7,8-hexahydro-pyrrolo[3,2-c]azepine-2-carbaldehyde 32d obtained from step 4 of Example 32 and 4-pyridin-4-yl-1,3-dihydro-indol-2-one as starting materials to obtain (Z)-3-methyl-2-(2-oxo-4-pyridin-4-yl-1,2-dihydro-indol-3-ylidenemethyl)-5-(2-piperidin -1-yl-ethyl)-5,6,7,8-tetrahydro-1H-pyrrolo[3,2-c]azepin-4-one 54 (40 mg, yield 54%) as a yellow so... The reactants are C(C)(C)[Mg]Cl (isopropylmagnesium chloride), ClC(=O)C1=C(C=CC=C1)C(C#N)C (2-(chlorocarbonyl)phenylpropionitrile), Cl (HCl), CCOCC (Et2O). The reagents and catalysts are [Cl-].[Cl-].[Zn+2] (ZnCl2), C1=CC=C(C=C1)P([C-]2C=CC=C2)C3=CC=CC=C3.C1=CC=C(C=C1)P([C-]2C=CC=C2)C3=CC=CC=C3.Cl[Pd]Cl.[Fe+2] ((dppf)PdCl2). The solvent is C1CCOC1 (THF), C1CCOC1 (THF). Run at temperature 0 celsius, time 1 hour. Yields the product C(C(C)C)(=O)C=1C=C(C=CC1)C(C#N)C (2-[3-(isobutyryl)phenyl]propionitrile). Yield: 81.0%. As a reaction SMILES: [CH:1]([Mg]Cl)([CH3:3])[CH3:2].ClC([C:9]1[CH:14]=[CH:13]C=[CH:11][C:10]=1[CH:15]([CH3:18])[C:16]#[N:17])=O.Cl.CC[O:22][CH2:23][CH3:24]>C1COCC1.[Cl-].[Cl-].[Zn+2].C1C=CC(P(C2C=CC=CC=2)[C-]2C=CC=C2)=CC=1.C1C=CC(P(C2C=CC=CC=2)[C-]2C=CC=C2)=CC=1.Cl[Pd]Cl.[Fe+2]>[C:23]([C:24]1[CH:11]=[C:10]([CH:15]([CH3:18])[C:16]#[N:17])[CH:9]=[CH:14][CH:13]=1)(=[O:22])[CH:1]([CH3:3])[CH3:2] |f:5.6.7,8.9.10.11|. Procedure: To a suspension of ZnCl2 (0.390 g, 2.85 mmol) in 5 ml of dry THF at T=0° C. under nitrogen atmosphere commercial isopropylmagnesium chloride (2M in Et2O, 2.85 mL, 5.70 mmol) was added. After stirring 20 min the catalyst (dppf)PdCl2 (1%, 0.057 mmol) was added and, then, a solution of 2-(chlorocarbonyl)phenylpropionitrile (5.72 mmol), prepared as above described, in dry THF (5 mL) was added dropwise. The mixture was stirred 1 h at 0° C. then 3 h at room temperature. After cooling to 0° C., 3N HCl ... Reactants: C(C1=CC=CC=C1)O[C@H]1[C@@H](O[C@@H]2[C@H](N(C[C@H]2OCC2=CC=CC=C2)C(=O)OCC2=CC=CC=C2)COCC2=CC=CC=C2)O[C@@H]([C@@H]([C@@H]1OCC1=CC=CC=C1)O[C@H]1[C@H](OC(C2=CC=CC=C2)=O)[C@@H](OC(C2=CC=CC=C2)=O)[C@H](O[C@H]2[C@H](OC(C3=CC=CC=C3)=O)[C@@H](OC(C3=CC=CC=C3)=O)[C@H](OC(C3=CC=CC=C3)=O)[C@H](O2)COC(C2=CC=CC=C2)=O)[C@H](O1)COC(C1=CC=CC=C1)=O)COCC1=CC=CC=C1 ((2R,3R,4R)-4-Benzyloxy-N-benzyloxycarbonyl-2-benzyloxymethyl-pyrrolidin-3-yl 2,3,6-tri-O-benzyl-4-O-{2,3,6-tri-O-benzoyl-4-O-(2,3,4,6-tetra-O-benzoyl-β-D-glucopyranosyl)-β-D-glucopyranosyl}-α-D-galactopyranoside), C([O-])([O-])=O.[K+].[K+] (potassium carbonate). The solvent is CO (methanol), C(C)(=O)OCC (ethyl acetate). Reaction conditions: time 6 hour. The product is C(C1=CC=CC=C1)O[C@H]1[C@@H](O[C@@H]2[C@H](N(C[C@H]2OCC2=CC=CC=C2)C(=O)OCC2=CC=CC=C2)COCC2=CC=CC=C2)O[C@@H]([C@@H]([C@@H]1OCC1=CC=CC=C1)O[C@H]1[C@H](O)[C@@H](O)[C@H](O[C@H]2[C@H](O)[C@@H](O)[C@H](O)[C@H](O2)CO)[C@H](O1)CO)COCC1=CC=CC=C1 ((2R,3R,4R)-4-Benzyloxy-N-benzyloxycarbonyl-2-benzyloxymethyl-pyrrolidin-3-yl 2,3,6-tri-O-benzyl-4-O-{4-O-(β-D-glucopyranosyl)-β-D-glucopyranosyl}-α-D-galactopyranoside). Yield: 60.8%. As a reaction SMILES: [CH2:1]([O:8][C@@H:9]1[C@@H:47]([O:48][CH2:49][C:50]2[CH:55]=[CH:54][CH:53]=[CH:52][CH:51]=2)[C@@H:46]([O:56][C@@H:57]2[O:124][C@H:123]([CH2:125][O:126]C(=O)C3C=CC=CC=3)[C@@H:78]([O:79][C@@H:80]3[O:112][C@H:111]([CH2:113][O:114]C(=O)C4C=CC=CC=4)[C@@H:101]([O:102]C(=O)C4C=CC=CC=4)[C@H:91]([O:92]C(=O)C4C=CC=CC=4)[C@H:81]3[O:82]C(=O)C3C=CC=CC=3)[C@H:68]([O:69]C(=O)C3C=CC=CC=3)[C@H:58]2[O:59]C(=O)C2C=CC=CC=2)[C@@H:45]([CH2:135][O:136][CH2:137][C:138]2[CH:143]=[CH:142][CH:141]=[CH:140][CH:139]=2)[O:44][C@@H:10]1[O:11][C@H:12]1[C@H:16]([O:17][CH2:18][C:19]2[CH:24]=[CH:23][CH:22]=[CH:21][CH:20]=2)[CH2:15][N:14]([C:25]([O:27][CH2:28][C:29]2[CH:34]=[CH:33][CH:32]=[CH:31][CH:30]=2)=[O:26])[C@@H:13]1[CH2:35][O:36][CH2:37][C:38]1[CH:43]=[CH:42][CH:41]=[CH:40][CH:39]=1)[C:2]1[CH:7]=[CH:6][CH:5]=[CH:4][CH:3]=1.C(=O)([O-])[O-].[K+].[K+]>CO.C(OCC)(=O)C>[CH2:1]([O:8][C@@H:9]1[C@@H:47]([O:48][CH2:49][C:50]2[CH:55]=[CH:54][CH:53]=[CH:52][CH:51]=2)[C@@H:46]([O:56][C@@H:57]2[O:124][C@H:123]([CH2:125][OH:126])[C@@H:78]([O:79][C@@H:80]3[O:112][C@H:111]([CH2:113][OH:114])[C@@H:101]([OH:102])[C@H:91]([OH:92])[C@H:81]3[OH:82])[C@H:68]([OH:69])[C@H:58]2[OH:59])[C@@H:45]([CH2:135][O:136][CH2:137][C:138]2[CH:139]=[CH:140][CH:141]=[CH:142][CH:143]=2)[O:44][C@@H:10]1[O:11][C@H:12]1[C@H:16]([O:17][CH2:18][C:19]2[CH:24]=[CH:23][CH:22]=[CH:21][CH:20]=2)[CH2:15][N:14]([C:25]([O:27][CH2:28][C:29]2[CH:34]=[CH:33][CH:32]=[CH:31][CH:30]=2)=[O:26])[C@@H:13]1[CH2:35][O:36][CH2:37][C:38]1[CH:39]=[CH:40][CH:41]=[CH:42][CH:43]=1)[C:2]1[CH:7]=[CH:6][CH:5]=[CH:4][CH:3]=1 |f:1.2.3|. Procedure details: The compound (390.8 mg, 0.20 mmol) synthesized in Example 20 (20c) was dissolved in methanol (8 mL) and potassium carbonate (27.6 mg, 0.20 mmol) was added thereto, followed by stirring of the mixture at room temperature for 6 hours. The reaction mixture was diluted with ethyl acetate (10 mL) and washed with saturated aqueous sodium hydrogencarbonate (10 mL) and saturated brine (10 mL). The mixture was neutralized with methanol-hydrochloric acid and the solvent was distilled off under reduced pre... As a reaction SMILES: [CH3:37][OH:38].[N+:1]([O-:2])(=[O:3])[c:4]1[c:5]([CH2:27][NH:28][CH2:29][CH2:30][CH3:31])[cH:6][c:7]([O:8][c:9]2[cH:10][c:11]([NH:15][S:16](=[O:17])(=[O:18])[c:19]3[cH:20][cH:21][cH:22][cH:23][cH:24]3)[cH:12][cH:13][cH:14]2)[cH:25][cH:26]1.[cH:32]1[cH:33][s:34][cH:35][cH:36]1>>[NH2:1][c:4]1[c:5]([CH2:27][NH:28][CH2:29][CH2:30][CH3:31])[cH:6][c:7]([O:8][c:9]2[cH:10][c:11]([NH:15][S:16](=[O:17])(=[O:18])[c:19]3[cH:20][cH:21][cH:22][cH:23][cH:24]3)[cH:12][cH:13][cH:14]2)[cH:25][cH:26]1. The reactants are CO, CCCNCc1cc(Oc2cccc(NS(=O)(=O)c3ccccc3)c2)ccc1[N+](=O)[O-], c1ccsc1. Yields the product CCCNCc1cc(Oc2cccc(NS(=O)(=O)c3ccccc3)c2)ccc1N. The product is CC(Oc1ccc2c(c1)N(C)C(=O)N(c1ccc(Cl)cc1)S2(=O)=O)C(=O)O. Reactants: CCO, CCOC(=O)C(C)Oc1ccc2c(c1)N(C)C(=O)N(c1ccc(Cl)cc1)S2(=O)=O, O. RXN SMILES: [CH3:30][CH2:31][OH:32].[Cl:1][c:2]1[cH:3][cH:4][c:5]([N:8]2[S:9](=[O:28])(=[O:29])[c:10]3[c:11]([cH:16][c:17]([O:20][CH:21]([CH3:22])[C:23](=[O:24])[O:25][CH2:26][CH3:27])[cH:18][cH:19]3)[N:12]([CH3:15])[C:13]2=[O:14])[cH:6][cH:7]1.[OH2:33]>>[Cl:1][c:2]1[cH:3][cH:4][c:5]([N:8]2[S:9](=[O:28])(=[O:29])[c:10]3[c:11]([cH:16][c:17]([O:20][CH:21]([CH3:22])[C:23](=[O:24])[OH:25])[cH:18][cH:19]3)[N:12]([CH3:15])[C:13]2=[O:14])[cH:6][cH:7]1. Starting materials: ClC=1C=C(C(=O)C2=C(C=CC(=C2)C(C2=CC=C(C=C2)Cl)=O)NC(C)=O)C=CC1 (N-[2-(3-chlorobenzoyl)-4-(4-chlorobenzoyl)phenyl]acetamide), ice water, N.CC(C)O (NH3 iPrOH). The product is ClC1=CC=C(C=C1)C(=O)C=1C=C2C(=NC(=NC2=CC1)C)C1=CC(=CC=C1)Cl ((4-chlorophenyl)[4-(3-chlorophenyl)-2-methyl-6-quinazolinyl]-methanone). The yield is 36.0%. Reaction SMILES: [Cl:1][C:2]1[CH:3]=[C:4]([CH:26]=[CH:27][CH:28]=1)[C:5]([C:7]1[CH:12]=[C:11]([C:13](=[O:21])[C:14]2[CH:19]=[CH:18][C:17]([Cl:20])=[CH:16][CH:15]=2)[CH:10]=[CH:9][C:8]=1[NH:22][C:23](=O)[CH3:24])=O.[NH3:29].CC(O)C>>[Cl:20][C:17]1[CH:18]=[CH:19][C:14]([C:13]([C:11]2[CH:12]=[C:7]3[C:8](=[CH:9][CH:10]=2)[N:22]=[C:23]([CH3:24])[N:29]=[C:5]3[C:4]2[CH:26]=[CH:27][CH:28]=[C:2]([Cl:1])[CH:3]=2)=[O:21])=[CH:15][CH:16]=1 |f:1.2|. Procedure: A mixture of N-[2-(3-chlorobenzoyl)-4-(4-chlorobenzoyl)phenyl]acetamide (0.008 mol), described in International Patent Specification WO97/16443, in NH3/iPrOH (4.5M) (17 ml) was stirred at 160° C. for 6 hours in a small bomb, cooled, poured out into ice water and extracted with DCM. The organic layer was separated, dried (MgSO4), filtered and the solvent was evaporated. The residue was purified by column chromatography over silica gel (eluent: cyclohexane/EtOAc 80/20; 15–40 μm). The pure fraction... Starting materials: ClC1=CC=C(C=C1)S (4-chlorobenzenethiol), C1(=CC=CC=C1)P(C1=CC=CC=C1)C1=CC=CC=C1 (triphenylphosphine), N(=NC(=O)OC(C)C)C(=O)OC(C)C (diisopropyl azodicarboxylate), FC1=C(CO)C=C(C=C1)F (2,5-difluorobenzyl alcohol). The solvent is O1CCCC1 (tetrahydrofuran). Conditions: time 4 day. Product: ClC1=CC=C(C=C1)SCC1=C(C=CC(=C1)F)F (2-[(4-chlorophenyl)thiomethyl]-1,4-difluorobenzene). The yield is 28.5%. Reaction SMILES: [Cl:1][C:2]1[CH:7]=[CH:6][C:5]([SH:8])=[CH:4][CH:3]=1.C1(P(C2C=CC=CC=2)C2C=CC=CC=2)C=CC=CC=1.N(C(OC(C)C)=O)=NC(OC(C)C)=O.[F:42][C:43]1[CH:50]=[CH:49][C:48]([F:51])=[CH:47][C:44]=1[CH2:45]O>O1CCCC1>[Cl:1][C:2]1[CH:7]=[CH:6][C:5]([S:8][CH2:45][C:44]2[CH:47]=[C:48]([F:51])[CH:49]=[CH:50][C:43]=2[F:42])=[CH:4][CH:3]=1. Procedure: At 0° C., 4-chlorobenzenethiol (5.45 g, 38.2 mmol), triphenylphosphine (11.1 g, 41.6 mmol) and diisopropyl azodicarboxylate (8.16 ml, 41.6 mmol) were sequentially added to a tetrahydrofuran (150 ml) solution of 2,5-difluorobenzyl alcohol (5.00 g, 34.7 mmol). The reaction mixture was stirred at room temperature for 4 days, followed by concentration. The residue thus obtained was purified by silica gel column chromatography (1% ethyl acetate-hexane) to give 2-[(4-chlorophenyl)thiomethyl]-1,4-diflu...